From a dataset of the Open Reaction Database (ORD), a public repository of structured organic reaction records. describe an organic reaction: reactants, conditions, products, and yield Reactants: CC(C)n1ncc(C#N)c1-c1cn2c(n1)-c1ccc(C(=O)O)cc1OCC2, CS(C)=O, N. Yields the product CC(C)n1ncc(C#N)c1-c1cn2c(n1)-c1ccc(C(N)=O)cc1OCC2. RXN SMILES: [C:1](#[N:2])[c:3]1[cH:4][n:5][n:6]([CH:25]([CH3:26])[CH3:27])[c:7]1-[c:8]1[n:9][c:10]2[n:11]([cH:24]1)[CH2:12][CH2:13][O:14][c:15]1[c:16]-2[cH:17][cH:18][c:19]([C:21](=[O:22])[OH:23])[cH:20]1.[CH3:29][S:30]([CH3:31])=[O:32].[NH3:28]>>[C:1](#[N:2])[c:3]1[cH:4][n:5][n:6]([CH:25]([CH3:26])[CH3:27])[c:7]1-[c:8]1[n:9][c:10]2[n:11]([cH:24]1)[CH2:12][CH2:13][O:14][c:15]1[c:16]-2[cH:17][cH:18][c:19]([C:21](=[O:22])[NH2:28])[cH:20]1. Starting materials: CN(C)C=O (DMF), CC1(OC2=CC=C(C=C2C(=C1)C=1SC(=CC1)C)Br)C (2,2-dimethyl-4(5-methyl-thien-2-yl)-6-bromo-chrom-3-ene), CC1(OC2=CC=C(C=C2C(=C1)C=1SC(=CC1)C)Br)C (2,2-dimethyl-4(5-methyl-thien-2-yl)-6-bromo-chrom-3-ene), [Li]C(C)(C)C (t-BuLi). Solvent: C(C)(=O)OCC (ethyl acetate), C1CCOC1 (THF), CCCCC (pentane). Conditions: time 30 minute. The product is CC1(OC2=CC=C(C=C2C(=C1)C=1SC(=CC1)C)C=O)C (2,2-Dimethyl-4(5-methyl-thien-2-yl)-chrom-3-en-6-al). As a reaction SMILES: [CH3:1][C:2]1([CH3:19])[CH:11]=[C:10]([C:12]2[S:13][C:14]([CH3:17])=[CH:15][CH:16]=2)[C:9]2[C:4](=[CH:5][CH:6]=[C:7](Br)[CH:8]=2)[O:3]1.[Li]C(C)(C)C.CN([CH:28]=[O:29])C>C1COCC1.CCCCC.C(OCC)(=O)C>[CH3:1][C:2]1([CH3:19])[CH:11]=[C:10]([C:12]2[S:13][C:14]([CH3:17])=[CH:15][CH:16]=2)[C:9]2[C:4](=[CH:5][CH:6]=[C:7]([CH:28]=[O:29])[CH:8]=2)[O:3]1. Procedure: To a cold (-78° C.) solution of 2,2-dimethyl-4(5-methyl-thien-2-yl)-6-bromo-chrom-3-ene (Compound R, 1.2 g, 3.6 mmol) in THF (10 mL), was added t-BuLi in pentane (1.7M solution, 2.3 mL). After 30 minutes, DMF (465 mg, 5 mmol) was added and the mixture was allowed to warm to ambient temperature and stirred for 3 hours. The mixture was diluted with ethyl acetate (150 mL), washed with brine (10 mL), dried and the solvent was removed by evaporation. Purification by chromatography on silica gel colum... The reactants are CCCCSCC(=O)O, C(=NC1CCCCC1)=NC1CCCCC1, ClCCl, CC(C)(C)NCc1cccnc1. The product is CCCCSCC(=O)N(Cc1cccnc1)C(C)(C)C. Reaction SMILES: [CH2:13]([CH2:14][CH2:15][CH3:16])[S:17][CH2:18][C:19](=[O:20])[OH:21].[CH:22]1([N:23]=[C:24]=[N:25][CH:26]2[CH2:27][CH2:28][CH2:29][CH2:30][CH2:31]2)[CH2:32][CH2:33][CH2:34][CH2:35][CH2:36]1.[Cl:37][CH2:38][Cl:39].[n:1]1[cH:2][c:3]([CH2:7][NH:8][C:9]([CH3:10])([CH3:11])[CH3:12])[cH:4][cH:5][cH:6]1>>[n:1]1[cH:2][c:3]([CH2:7][N:8]([C:9]([CH3:10])([CH3:11])[CH3:12])[C:19]([CH2:18][S:17][CH2:13][CH2:14][CH2:15][CH3:16])=[O:20])[cH:4][cH:5][cH:6]1.